From a dataset of the Open Reaction Database (ORD), a public repository of structured organic reaction records. describe an organic reaction: reactants, conditions, products, and yield Reported procedure: A modified procedure of Bretschneider, Richter, and Klotzer, Monatsh. Chem. 96(6), 1661-76 (1965), was used. Absolute methanol (1.0 l) was added with ice bath cooling to sodium methoxide (175 g, 3.24 mole) in a 3 L round bottom flask. When the mixture had cooled to less than 20° C., dimethyl methoxymalonate (162.14 g, 1.00 mole) was added, and then solid formamidine acetate (104.11 g, 1.00 mole) was added. The mixture was stirred in the ice bath for 30 minutes, and then refluxed for 1 hour. The ... The product is OC1=NC=NC(=C1OC)O (4,6-Dihydroxy-5-methoxypyrimidine). Reaction SMILES: C[O-].[Na+].[CH3:4][O:5][CH:6]([C:11]([O:13]C)=O)[C:7](OC)=[O:8].C(O)(=O)C.[CH:19]([NH2:21])=[NH:20].Cl>CO>[OH:13][C:11]1[C:6]([O:5][CH3:4])=[C:7]([OH:8])[N:21]=[CH:19][N:20]=1 |f:0.1,3.4|. Run in CO (methanol). Starting materials: C[O-].[Na+] (sodium methoxide), ice, Cl (HCl), COC(C(=O)OC)C(=O)OC (dimethyl methoxymalonate), C(C)(=O)O.C(=N)N (formamidine acetate). As a reaction SMILES: [CH2:1]([C:5]1[N:9]([CH2:10][C:11]2[CH:16]=[CH:15][C:14]([C:17]3[C:18]([C:23]([O:25]C(C)(C)C)=[O:24])=[CH:19][CH:20]=[CH:21][CH:22]=3)=[CH:13][CH:12]=2)[C:8]2[CH:30]=[C:31]([N:34]([CH2:39][C:40]3[CH:45]=[CH:44][CH:43]=[CH:42][CH:41]=3)[C:35]([NH:37][CH3:38])=[O:36])[CH:32]=[CH:33][C:7]=2[N:6]=1)[CH2:2][CH2:3][CH3:4].FC(F)(F)C(O)=O>>[CH2:1]([C:5]1[N:9]([CH2:10][C:11]2[CH:12]=[CH:13][C:14]([C:17]3[C:18]([C:23]([OH:25])=[O:24])=[CH:19][CH:20]=[CH:21][CH:22]=3)=[CH:15][CH:16]=2)[C:8]2[CH:30]=[C:31]([N:34]([CH2:39][C:40]3[CH:45]=[CH:44][CH:43]=[CH:42][CH:41]=3)[C:35]([NH:37][CH3:38])=[O:36])[CH:32]=[CH:33][C:7]=2[N:6]=1)[CH2:2][CH2:3][CH3:4]. The product is C(CCC)C1=NC2=C(N1CC1=CC=C(C=C1)C=1C(=CC=CC1)C(=O)O)C=C(C=C2)N(C(=O)NC)CC2=CC=CC=C2 (4'-[(2-n-Butyl-6-(N-methylaminocarbonyl-benzylamino)-benzimidazol-1-yl)-methyl]biphenyl-2-carboxylic acid). Reported procedure: Prepared in analogous manner to Example 9 from tert.butyl 4'-[(2-n-butyl-6-(N-methylaminocarbonyl-benzylamino)-benzimidazol-1-yl)-methyl]biphenyl-2-carboxylate and trifluoroacetic acid. The reactants are C(CCC)C1=NC2=C(N1CC1=CC=C(C=C1)C=1C(=CC=CC1)C(=O)OC(C)(C)C)C=C(C=C2)N(C(=O)NC)CC2=CC=CC=C2 (tert.butyl 4'-[(2-n-butyl-6-(N-methylaminocarbonyl-benzylamino)-benzimidazol-1-yl)-methyl]biphenyl-2-carboxylate), FC(C(=O)O)(F)F (trifluoroacetic acid). The reactants are ClC1=CC=C(C=C1)N=C=S (p-Chlorophenyl isothiocyanate), N#CN.[Na] (sodium cyanamide), CI (methyl iodide). The solvent is C(C)O (ethanol), C(C)O (ethanol). The product is C(#N)NC(SC)=NC1=CC=C(C=C1)Cl (N-cyano-N'-p-chlorophenyl-S-methylisothiourea). Reaction SMILES: [Cl:1][C:2]1[CH:7]=[CH:6][C:5]([N:8]=[C:9]=[S:10])=[CH:4][CH:3]=1.[N:11]#[C:12][NH2:13].[Na].[CH3:15]I>C(O)C>[C:12]([NH:13][C:9](=[N:8][C:5]1[CH:6]=[CH:7][C:2]([Cl:1])=[CH:3][CH:4]=1)[S:10][CH3:15])#[N:11] |f:1.2,^1:13|. Procedure: p-Chlorophenyl isothiocyanate (XXXIa) (50.7 grams) is added to a suspension of sodium cyanamide (19.2 g) in ethanol (30 mL) with stirring which slowly dissolves and precipitates the sodium salt of N-cyano-N'-p-chlorophenylthiourea (XXXIIa) which is filtered off, washed with ethanol and dried to yield 36.2 grams which are suspended in 200 mL of ethanol and combined with 37.6 grams of methyl iodide with rapid stirring at ambient room temperature. The product separates as heat is evolved. The suspe... The reactants are NC1CCN(CC1)CCN1C(C=NC2=CC=C(C=C12)OC)=O (1-(2-(4-aminopiperidin-1-yl)ethyl)-7-methoxyquinoxalin-2(1H)-one), O1C=COC2=C1C=CC(=C2)C=O (1,4-benzodioxine-6-carbaldehyde), C(O)([O-])=O.[Na+] (sodium hydrogen carbonate), C(C)(=O)O[BH-](OC(C)=O)OC(C)=O.[Na+] (sodium triacetoxyborohydride). Product: O1C=COC2=C1C=CC(=C2)CNC2CCN(CC2)CCN2C(C=NC1=CC=C(C=C21)OC)=O (1-(2-(4-((1,4-benzodioxin-6-ylmethyl)amino)piperidin-1-yl)ethyl)-7-methoxyquinoxalin-2(1H)-one). Reported procedure: To 15 mL of a chloroform solution containing 141 mg of 1-(2-(4-aminopiperidin-1-yl)ethyl)-7-methoxyquinoxalin-2(1H)-one and 68 mg of 1,4-benzodioxine-6-carbaldehyde, 28 mg of acetic acid was added and stirred at room temperature for 4.5 hours. To the reaction mixture, 148 mg of sodium triacetoxyborohydride was added and stirred for 1 hour. Aqueous saturated sodium hydrogen carbonate solution was added and the organic layer was separated. The organic layer was dried over anhydrous magnesium sulfa... Run at time 4.5 hour. The solvent is C(C)(=O)O (acetic acid), C(Cl)(Cl)Cl (chloroform). Isolated yield 10.6%. As a reaction SMILES: [NH2:1][CH:2]1[CH2:7][CH2:6][N:5]([CH2:8][CH2:9][N:10]2[C:19]3[C:14](=[CH:15][CH:16]=[C:17]([O:20][CH3:21])[CH:18]=3)[N:13]=[CH:12][C:11]2=[O:22])[CH2:4][CH2:3]1.[O:23]1[C:28]2[CH:29]=[CH:30][C:31]([CH:33]=O)=[CH:32][C:27]=2[O:26][CH:25]=[CH:24]1.C(O[BH-](OC(=O)C)OC(=O)C)(=O)C.[Na+].C(=O)([O-])O.[Na+]>C(O)(=O)C.C(Cl)(Cl)Cl>[O:23]1[C:28]2[CH:29]=[CH:30][C:31]([CH2:33][NH:1][CH:2]3[CH2:3][CH2:4][N:5]([CH2:8][CH2:9][N:10]4[C:19]5[C:14](=[CH:15][CH:16]=[C:17]([O:20][CH3:21])[CH:18]=5)[N:13]=[CH:12][C:11]4=[O:22])[CH2:6][CH2:7]3)=[CH:32][C:27]=2[O:26][CH:25]=[CH:24]1 |f:2.3,4.5|. The reactants are NC1=CC=CC2=CC=3C4=C(C(N(C(C4=C21)=O)CCN(C)C)=O)C=CC3 (11-amino-2-[2-(dimethylamino)ethyl]-1H-dibenzo[de,h]isoquinoline-1,3(2H)-dione), C(C=C)N=C=S (allyl isothiocyanate). Run in C(C)#N (acetonitrile). Product: CN(CCN1C(C2=C3C(=CC=4C2=C(C1=O)C=CC4)C=CC=C3NC(=S)NCC=C)=O)C (1-{2-[2-(dimethylamino)ethyl]-1,3-dioxo-2,3-dihydro-1H-dibenzo[de,h]isoquinolin-11-yl}-3-[allyl]thiourea), powder. The yield is 69.0%. As a reaction SMILES: [NH2:1][C:2]1[C:15]2[C:6](=[CH:7][C:8]3[C:9]4[C:14]=2[C:13](=[O:16])[N:12]([CH2:17][CH2:18][N:19]([CH3:21])[CH3:20])[C:11](=[O:22])[C:10]=4[CH:23]=[CH:24][CH:25]=3)[CH:5]=[CH:4][CH:3]=1.[CH2:26]([N:29]=[C:30]=[S:31])[CH:27]=[CH2:28]>C(#N)C>[CH3:21][N:19]([CH3:20])[CH2:18][CH2:17][N:12]1[C:11](=[O:22])[C:10]2[CH:23]=[CH:24][CH:25]=[C:8]3[C:9]=2[C:14](=[C:15]2[C:2]([NH:1][C:30]([NH:29][CH2:26][CH:27]=[CH2:28])=[S:31])=[CH:3][CH:4]=[CH:5][C:6]2=[CH:7]3)[C:13]1=[O:16]. Reported procedure: 100 mg of 11-amino-2-[2-(dimethylamino)ethyl]-1H-dibenzo[de,h]isoquinoline-1,3(2H)-dione (obtained in example 3) (0.30 mmole) were dissolved in 6 ml of acetonitrile. 58 μl (2 molar equivalents) of allyl isothiocyanate was added and the reaction mixture was maintained at room temperature for 16 hours. The solvent was then evaporated under reduced pressure and the residue was submitted to a flash chromatography (SiO2, CH2Cl2/MeOH 95/5). 90 mg of the desired product (formula shown hereinabove) were... The solvent is O1CCOCC1 (dioxane). Product: ClC1=C(C=C(C=N1)C=1C=CC=2N(N1)C=C(N2)NC(C)=O)NS(=O)(=O)C2=CC=C(C=C2)C(C)(C)O (N-(6-(6-chloro-5-(4-(2-hydroxypropan-2-yl)phenylsulfonamido)pyridin-3-yl)imidazo[1,2-b]pyridazin-2-yl)acetamide). Starting materials: BrC=1C=C(C(=NC1)Cl)NS(=O)(=O)C1=CC=C(C=C1)C(C)(C)O (N-(5-Bromo-2-chloropyridin-3-yl)-4-(2-hydroxypropan-2-yl)benzenesulfonamide), CC1(OB(OC1(C)C)C=1C=CC=2N(N1)C=C(N2)NC(C)=O)C (N-(6-(4,4,5,5-Tetramethyl-1,3,2-dioxaborolan-2-yl)imidazo[1,2-b]pyridazin-2-yl)acetamide), C([O-])([O-])=O.[Na+].[Na+] (sodium carbonate). Isolated yield 6.5%. Procedure details: A glass microwave reaction vessel was charged with a mixture of N-(5-bromo-2-chloropyridin-3-yl)-4-(2-hydroxypropan-2-yl)benzenesulfonamide from Step 2 (250 mg, 616 μmol), N-(6-(4,4,5,5-tetramethyl-1,3,2-dioxaborolan-2-yl)imidazo[1,2-b]pyridazin-2-yl)acetamide from Step 3 (223 mg, 739 μmol), 1,1′-bis(diphenylphosphino)ferrocene-palladium dichloride (32 mg, 43 μmol, Strem Chemical, Inc., Newburyport, Mass.), sodium carbonate (131 mg, 1.2 mmol), and dioxane (3 mL). Ar was bubbled in for 1 minute, ... Run at temperature 90 celsius. Reaction SMILES: Br[C:2]1[CH:3]=[C:4]([NH:9][S:10]([C:13]2[CH:18]=[CH:17][C:16]([C:19]([OH:22])([CH3:21])[CH3:20])=[CH:15][CH:14]=2)(=[O:12])=[O:11])[C:5]([Cl:8])=[N:6][CH:7]=1.CC1(C)C(C)(C)OB([C:31]2[CH:32]=[CH:33][C:34]3[N:35]([CH:37]=[C:38]([NH:40][C:41](=[O:43])[CH3:42])[N:39]=3)[N:36]=2)O1.C(=O)([O-])[O-].[Na+].[Na+]>C1C=CC(P(C2C=CC=CC=2)[C-]2C=CC=C2)=CC=1.C1C=CC(P(C2C=CC=CC=2)[C-]2C=CC=C2)=CC=1.Cl[Pd]Cl.[Fe+2].O1CCOCC1>[Cl:8][C:5]1[N:6]=[CH:7][C:2]([C:31]2[CH:32]=[CH:33][C:34]3[N:35]([CH:37]=[C:38]([NH:40][C:41](=[O:43])[CH3:42])[N:39]=3)[N:36]=2)=[CH:3][C:4]=1[NH:9][S:10]([C:13]1[CH:18]=[CH:17][C:16]([C:19]([OH:22])([CH3:21])[CH3:20])=[CH:15][CH:14]=1)(=[O:12])=[O:11] |f:2.3.4,5.6.7.8|. The reagents and catalysts are C1=CC=C(C=C1)P([C-]2C=CC=C2)C3=CC=CC=C3.C1=CC=C(C=C1)P([C-]2C=CC=C2)C3=CC=CC=C3.Cl[Pd]Cl.[Fe+2] (1,1′-bis(diphenylphosphino)ferrocene-palladium dichloride). Procedure details: The title compound was prepared in analogy to example 21 step A from (2-amino-5-bromo-3-methyl-phenyl)-phenyl-methanone and methyl 3-chloro-3-oxopropanoate. Light yellow solid. MS (ESI): 392.1 (M+H)+. Product: COC(CC(=O)NC1=C(C=C(C=C1C)Br)C(C1=CC=CC=C1)=O)=O (N-(2-Benzoyl-4-bromo-6-methyl-phenyl)-malonamic acid methyl ester). The reactants are NC1=C(C=C(C=C1C)Br)C(=O)C1=CC=CC=C1 ((2-amino-5-bromo-3-methyl-phenyl)-phenyl-methanone), ClC(CC(=O)OC)=O (methyl 3-chloro-3-oxopropanoate). RXN SMILES: [NH2:1][C:2]1[C:7]([CH3:8])=[CH:6][C:5]([Br:9])=[CH:4][C:3]=1[C:10]([C:12]1[CH:17]=[CH:16][CH:15]=[CH:14][CH:13]=1)=[O:11].Cl[C:19](=[O:25])[CH2:20][C:21]([O:23][CH3:24])=[O:22]>>[CH3:24][O:23][C:21](=[O:22])[CH2:20][C:19]([NH:1][C:2]1[C:7]([CH3:8])=[CH:6][C:5]([Br:9])=[CH:4][C:3]=1[C:10](=[O:11])[C:12]1[CH:17]=[CH:16][CH:15]=[CH:14][CH:13]=1)=[O:25]. Starting materials: COC1=NC(=CC(=N1)C=1C=C(C=CC1)O)NCCC1=CC=C(C=C1)OC (3-{2-Methoxy-6-[2-(4-methoxy-phenyl)-ethylamino]-pyrimidin-4-yl}-phenol), Cl (hydrogen chloride). Run in CCOC(=O)C (EtOAc), CCOC(=O)C (EtOAc). Yields the product Cl.COC1=NC(=CC(=N1)C=1C=C(C=CC1)O)NCCC1=CC=C(C=C1)OC (3-{2-methoxy-6-[2-(4-methoxy-phenyl)-ethylamino]-pyrimidin-4-yl}-phenol hydrochloride). RXN SMILES: [CH3:1][O:2][C:3]1[N:8]=[C:7]([C:9]2[CH:10]=[C:11]([OH:15])[CH:12]=[CH:13][CH:14]=2)[CH:6]=[C:5]([NH:16][CH2:17][CH2:18][C:19]2[CH:24]=[CH:23][C:22]([O:25][CH3:26])=[CH:21][CH:20]=2)[N:4]=1.[ClH:27]>CCOC(C)=O>[ClH:27].[CH3:1][O:2][C:3]1[N:8]=[C:7]([C:9]2[CH:10]=[C:11]([OH:15])[CH:12]=[CH:13][CH:14]=2)[CH:6]=[C:5]([NH:16][CH2:17][CH2:18][C:19]2[CH:20]=[CH:21][C:22]([O:25][CH3:26])=[CH:23][CH:24]=2)[N:4]=1 |f:3.4|. Procedure details: To a solution of 3-{2-Methoxy-6-[2-(4-methoxy-phenyl)-ethylamino]-pyrimidin-4-yl}-phenol [0.3 g, Example 35(p)] in EtOAc is added a saturated solution of hydrogen chloride in EtOAc (3 mL) and the resulting precipitate is filtered, and dried to afford 3-{2-methoxy-6-[2-(4-methoxy-phenyl)-ethylamino]-pyrimidin-4-yl}-phenol hydrochloride [0.31 g, Example 15(a)] as a solid. LCMS: RT=2.55 minutes, MS: 352 (M+H). 1H NMR [(CD3)2SO]: δ 10.1 (1H, brs), 9.6 (1H, brs), 7.64-7.54 (1H, m), 7.34 (1H, t, J=8.1... Reactants: N1[C@@H](CCC1=O)C(=O)[O-].[Na+] (sodium L-pyroglutamate), N1[C@H](CCC1=O)C(=O)[O-].[Na+] (sodium D-pyroglutamate). Yields the product O.O.O.N1[C@@H](CCC1=O)C(=O)[O-].[Na+] (sodium L-pyroglutamate trihydrate). Reaction SMILES: [NH:1]1[C:5](=[O:6])[CH2:4][CH2:3][C@H:2]1[C:7]([O-:9])=[O:8].[Na+:10].N1C(=[O:16])CC[C@@H]1C([O-])=O.[Na+]>>[OH2:6].[OH2:16].[OH2:6].[NH:1]1[C:5](=[O:6])[CH2:4][CH2:3][C@H:2]1[C:7]([O-:9])=[O:8].[Na+:10] |f:0.1,2.3,4.5.6.7.8|. Reported procedure: A mixture of 85 mole % sodium L-pyroglutamate and 15 mole % sodium D-pyroglutamate crystallized in a manner analogous to Example 6. 12% of theory sodium L-pyroglutamate trihydrate was obtained at a concentration of 60% in the solution during cooling to -10° C. Reactants: CC1(C2CCC(C1C2)CCN2C=NC=C2)C (1-[2-(6,6-dimethylbicyclo[3.1.1]heptan-2-yl)ethyl]imidazole), C(C(=O)O)(=O)O (oxalic acid). Run in C(C)O (ethanol). Yields the product C(C(=O)O)(=O)O.CC1(C2CCC(C1C2)CCN2C=NC=C2)C (1-[2-(6,6-dimethylbicyclo[3.1.1]heptan-2-yl)ethyl]imidazole hydrogen oxalate). Reaction SMILES: [CH3:1][C:2]1([CH3:16])[CH:7]2[CH2:8][CH:3]1[CH2:4][CH2:5][CH:6]2[CH2:9][CH2:10][N:11]1[CH:15]=[CH:14][N:13]=[CH:12]1.[C:17]([OH:22])(=[O:21])[C:18]([OH:20])=[O:19]>C(O)C>[C:17]([OH:22])(=[O:21])[C:18]([OH:20])=[O:19].[CH3:1][C:2]1([CH3:16])[CH:7]2[CH2:8][CH:3]1[CH2:4][CH2:5][CH:6]2[CH2:9][CH2:10][N:11]1[CH:15]=[CH:14][N:13]=[CH:12]1 |f:3.4|. Procedure: A solution of 1-[2-(6,6-dimethylbicyclo[3.1.1]heptan-2-yl)ethyl]imidazole (0.8 g, 3.67 mmol) hot ethanol (10 ml) was added to a solution of oxalic acid (0.3 g, 3.33 mmol) in hot ethanol (20 ml). After boiling the reaction mixture for 0.15 h, the solution was concentrated under reduced pressure to afford a white solid. Recrystallisation of the solid from propan-2-ol gave 1-[2-(6,6-dimethylbicyclo[3.1.1]heptan-2-yl)ethyl]imidazole hydrogen oxalate, m.p. 172°-174°.